describe an organic reaction: reactants, conditions, products, and yield From a dataset of the Open Reaction Database (ORD), a public repository of structured organic reaction records. The reactants are COC(=O)CCNC(=O)c1ccc(N2CCN(C3CCN(C(=O)OCc4ccccc4)CC3)C2=O)cc1, CO, [H][H]. Yields the product COC(=O)CCNC(=O)c1ccc(N2CCN(C3CCNCC3)C2=O)cc1. Reaction SMILES: [CH2:1]([O:2][C:3](=[O:4])[N:11]1[CH2:12][CH2:13][CH:14]([N:17]2[C:18](=[O:37])[N:19]([c:22]3[cH:23][cH:24][c:25]([C:28](=[O:29])[NH:30][CH2:31][CH2:32][C:33](=[O:34])[O:35][CH3:36])[cH:26][cH:27]3)[CH2:20][CH2:21]2)[CH2:15][CH2:16]1)[c:5]1[cH:6][cH:7][cH:8][cH:9][cH:10]1.[CH3:40][OH:41].[H:38][H:39]>>[NH:11]1[CH2:12][CH2:13][CH:14]([N:17]2[C:18](=[O:37])[N:19]([c:22]3[cH:23][cH:24][c:25]([C:28](=[O:29])[NH:30][CH2:31][CH2:32][C:33](=[O:34])[O:35][CH3:36])[cH:26][cH:27]3)[CH2:20][CH2:21]2)[CH2:15][CH2:16]1. Solvent: Br (HBr), CC(=O)O (AcOH). Reactants: ClC1=C(C=C(C=C1)[N+](=O)[O-])OC (2-Chloro-5-nitroanisole), ice water. Product: ClC1=C(C=C(C=C1)[N+](=O)[O-])O (2-Chloro-5-nitrophenol). Reaction SMILES: [Cl:1][C:2]1[CH:7]=[CH:6][C:5]([N+:8]([O-:10])=[O:9])=[CH:4][C:3]=1[O:11]C>Br.CC(O)=O>[Cl:1][C:2]1[CH:7]=[CH:6][C:5]([N+:8]([O-:10])=[O:9])=[CH:4][C:3]=1[OH:11]. Conditions: time 3 hour. Reported procedure: 2-Chloro-5-nitroanisole (310 g, 1.7 mol) was taken up in a mixture of 48% HBr (1.5 L) and AcOH (1.2 L) and heated at reflux for 3 days. The dark solution was allowed to cool to room temperature, poured into ice water (10 L), and let stand for 3 h. The resultant dull yellow solid was filtered, washed with water, and dried in vacuo (230 g, 79%): mp 115–117° C. The reactants are C=C1CC(=O)O1 (diketene), N1=CC(=CC=C1)CC1=CC=C(C=C1)/C=C(/COCC(CO)(C)C)\C (3-[(E)-3-[4-(pyridin-3-ylmethyl)phenyl]-2-methylallyloxy]-2,2-dimethylpropanol). Reagents/catalysts: C(C)N(CC)CC (triethylamine). Run in C(C)(=O)OCC (ethyl acetate), C(C)(=O)OCC (ethyl acetate). The product is C(CC(=O)C)(=O)OCC(COC\C(=C\C1=CC=C(C=C1)CC=1C=NC=CC1)\C)(C)C (3-[(E)-3-[4-(pyridin-3-ylmethyl)phenyl]-2-methylallyloxy]-2,2-dimethylpropyl acetoacetate). The yield is 60.9%. As a reaction SMILES: [N:1]1[CH:6]=[CH:5][CH:4]=[C:3]([CH2:7][C:8]2[CH:13]=[CH:12][C:11](/[CH:14]=[C:15](\[CH3:24])/[CH2:16][O:17][CH2:18][C:19]([CH3:23])([CH3:22])[CH2:20][OH:21])=[CH:10][CH:9]=2)[CH:2]=1.[CH2:25]=[C:26]1[O:30][C:28](=[O:29])[CH2:27]1>C(OCC)(=O)C.C(N(CC)CC)C>[C:28]([O:21][CH2:20][C:19]([CH3:23])([CH3:22])[CH2:18][O:17][CH2:16]/[C:15](/[CH3:24])=[CH:14]/[C:11]1[CH:12]=[CH:13][C:8]([CH2:7][C:3]2[CH:2]=[N:1][CH:6]=[CH:5][CH:4]=2)=[CH:9][CH:10]=1)(=[O:29])[CH2:27][C:26]([CH3:25])=[O:30]. Procedure details: In 50 ml of ethyl acetate was dissolved 9.2 g of 3-[(E)-3-[4-(pyridin-3-ylmethyl)phenyl]-2-methylallyloxy]-2,2-dimethylpropanol, and one drop of triethylamine was added to the resulting solution. To the solution was added dropwise a mixture of 3.1 g of diketene and 9.2 ml of ethyl acetate under reflux over one hour, and the resulting mixture was then subjected to reaction at the same temperature for 30 minutes. Subsequently, the solvent was removed by distillation under reduced pressure, and the... The reactants are C1(=CC=CC=C1)C1=CC=C(C=N1)C=1C=NN2C1N=C(C1=C2NCCC1=O)C1CCNCC1 (3-(6-phenylpyridin-3-yl)-5-(piperidin-4-yl)-8,9-dihydropyrazolo[1,5-a]pyrido[3,2-e]pyrimidin-6(7H)-one), N1N=C(N=C1)C(=O)O (1H-1,2,4-triazole-3-carboxylic acid), C=1C=CC2=C(C1)N=NN2O (HOBt), CCN(C(C)C)C(C)C (DIEA). Solvent: CN(C)C=O (DMF), C(CCl)Cl (EDC). Conditions: time 2 hour. Product: N=1N=C(NC1)C(=O)N1CCC(CC1)C1=NC=2N(C3=C1C(CCN3)=O)N=CC2C=2C=NC(=CC2)C2=CC=CC=C2 (5-(1-(4H-1,2,4-triazole-3-carbonyl)piperidin-4-yl)-3-(6-phenylpyridin-3-yl)-8,9-dihydropyrazolo[1,5-a]pyrido[3,2-e]pyrimidin-6(7H)-one). RXN SMILES: [C:1]1([C:7]2[N:12]=[CH:11][C:10]([C:13]3[CH:14]=[N:15][N:16]4[C:21]5[NH:22][CH2:23][CH2:24][C:25](=[O:26])[C:20]=5[C:19]([CH:27]5[CH2:32][CH2:31][NH:30][CH2:29][CH2:28]5)=[N:18][C:17]=34)=[CH:9][CH:8]=2)[CH:6]=[CH:5][CH:4]=[CH:3][CH:2]=1.[NH:33]1[CH:37]=[N:36][C:35]([C:38](O)=[O:39])=[N:34]1.C1C=CC2N(O)N=NC=2C=1.CCN(C(C)C)C(C)C>CN(C=O)C.C(Cl)CCl>[N:33]1[N:34]=[C:35]([C:38]([N:30]2[CH2:31][CH2:32][CH:27]([C:19]3[C:20]4[C:25](=[O:26])[CH2:24][CH2:23][NH:22][C:21]=4[N:16]4[N:15]=[CH:14][C:13]([C:10]5[CH:11]=[N:12][C:7]([C:1]6[CH:2]=[CH:3][CH:4]=[CH:5][CH:6]=6)=[CH:8][CH:9]=5)=[C:17]4[N:18]=3)[CH2:28][CH2:29]2)=[O:39])[NH:36][CH:37]=1. Procedure details: A mixture of 3-(6-phenylpyridin-3-yl)-5-(piperidin-4-yl)-8,9-dihydropyrazolo[1,5-a]pyrido[3,2-e]pyrimidin-6(7H)-one (70 mg, 0.17 mmoL), 1H-1,2,4-triazole-3-carboxylic acid (20.5 mg, 0.18 mmoL), EDC (63 mg, 0.33 mmoL), HOBt (44.6 mg, 0.33 mmoL) and DIEA (172.2 uL, 0.99 mmoL) in DMF (3 mL) was stirred at room temperature for 2 h. Purification with prep-LC provided 5-(1-(4H-1,2,4-triazole-3-carbonyl)piperidin-4-yl)-3-(6-phenylpyridin-3-yl)-8,9-dihydropyrazolo[1,5-a]pyrido[3,2-e]pyrimidin-6(7H)-one:... The reactants are C(C)(C)(C)OC(N[C@H](C(=O)N1CC(C1)O)CC1=CC=CC=C1)=O ([(1S)-Benzyl-2-(3-hydroxy-azetidin-1-yl)-2-oxo-ethyl]-carbamic acid tert-butyl ester), Cl.O1CCOCC1 (HCl dioxane). Run at temperature 25 celsius, time 2 hour. Yields the product Cl.N[C@H](C(=O)N1CC(C1)O)CC1=CC=CC=C1 ((2S)-Amino-1-(3-hydroxy-azetidin-1-yl)-3-phenyl-propan-1-one hydrochloride). As a reaction SMILES: C(OC(=O)[NH:7][C@@H:8]([CH2:16][C:17]1[CH:22]=[CH:21][CH:20]=[CH:19][CH:18]=1)[C:9]([N:11]1[CH2:14][CH:13]([OH:15])[CH2:12]1)=[O:10])(C)(C)C.[ClH:24].O1CCOCC1>>[ClH:24].[NH2:7][C@@H:8]([CH2:16][C:17]1[CH:22]=[CH:21][CH:20]=[CH:19][CH:18]=1)[C:9]([N:11]1[CH2:12][CH:13]([OH:15])[CH2:14]1)=[O:10] |f:1.2,3.4|. Procedure details: [(1S)-Benzyl-2-(3-hydroxy-azetidin-1-yl)-2-oxo-ethyl]-carbamic acid tert-butyl ester (515 mg, 1.6 mmol) was dissolved in cold 4N HCl-dioxane, the mixture stirred 2 h at 25° C., concentrated, and the residue with ether giving a colorless solid (415 mg, 100%). The reactants are FC(CN=C=S)(F)F (2,2,2-Trifluoroethylisothiocyanate), FC(CN=C(NC1=NC(=NC=C1)CCCCN)N)(F)F (4-[2-(2,2,2-trifluoroethyl)guanidino]-2-(4-aminobutyl)pyrimidine). Run in C(C)#N (acetonitrile). Conditions: time 18 hour. Yields the product FC(CN=C(NC1=NC(=NC=C1)CCCCNC(=S)NCC(F)(F)F)N)(F)F (4-[2-(2,2,2-trifluoroethyl)guanidino]-2-[4-(3-(2,2,2-trifluoroethyl)thioureido)butyl]pyrimidine). The yield is 25.5%. As a reaction SMILES: [F:1][C:2]([F:8])([F:7])[CH2:3][N:4]=[C:5]=[S:6].[F:9][C:10]([F:28])([F:27])[CH2:11][N:12]=[C:13]([NH2:26])[NH:14][C:15]1[CH:20]=[CH:19][N:18]=[C:17]([CH2:21][CH2:22][CH2:23][CH2:24][NH2:25])[N:16]=1>C(#N)C>[F:28][C:10]([F:9])([F:27])[CH2:11][N:12]=[C:13]([NH2:26])[NH:14][C:15]1[CH:20]=[CH:19][N:18]=[C:17]([CH2:21][CH2:22][CH2:23][CH2:24][NH:25][C:5]([NH:4][CH2:3][C:2]([F:8])([F:7])[F:1])=[S:6])[N:16]=1. Procedure details: 2,2,2-Trifluoroethylisothiocyanate (0.31 g.) was added to a solution of 4-[2-(2,2,2-trifluoroethyl)guanidino]-2-(4-aminobutyl)pyrimidine (0.58 g.) in acetonitrile (5 ml.), and the solution kept at room temperature for 18 hours and then evaporated to dryness. The residual gum was purified by preparative thin layer chromatography using ethyl acetate/methanol/ammonia 6:1:0.5 v/v/v as developing solvent to give 4-[2-(2,2,2-trifluoroethyl)guanidino]-2-[4-(3-(2,2,2-trifluoroethyl)thioureido)butyl]pyri... Reactants: CC(=O)O, CN(C)C(=O)Cn1c(-c2ccc(Cl)cc2)nc2cccnc21, O=C(OO)c1cccc(Cl)c1, O. The product is CN(C)C(=O)Cn1c(-c2ccc(Cl)cc2)nc2ccc[n+]([O-])c21. As a reaction SMILES: [CH3:23][C:24]([OH:25])=[O:26].[Cl:1][c:2]1[cH:3][cH:4][c:5](-[c:8]2[n:9][c:10]3[c:11]([n:12][cH:13][cH:14][cH:15]3)[n:16]2[CH2:17][C:18](=[O:19])[N:20]([CH3:21])[CH3:22])[cH:6][cH:7]1.[Cl:27][c:28]1[cH:29][cH:30][cH:31][c:32]([C:33]([O:34][OH:35])=[O:36])[cH:37]1.[OH2:38]>>[Cl:1][c:2]1[cH:3][cH:4][c:5](-[c:8]2[n:9][c:10]3[c:11]([n+:12]([O-:25])[cH:13][cH:14][cH:15]3)[n:16]2[CH2:17][C:18](=[O:19])[N:20]([CH3:21])[CH3:22])[cH:6][cH:7]1. The reactants are C([O-])([O-])=O.[K+].[K+] (Potassium carbonate), ClC1=CC(=C2C(=N1)N=CN2)Cl (5,7-dichloro-1H-imidazo[4,5-b]pyridine), BrCC1=C(C(=CC=C1)C(F)(F)F)C (1-(bromomethyl)-2-methyl-3-(trifluoromethyl)benzene). The solvent is CN(C=O)C (N,N-Dimethylformamide). Reaction conditions: time 25 minute. Yields the product ClC1=CC(=C2C(=N1)N(C=N2)CC2=C(C(=CC=C2)C(F)(F)F)C)Cl (5,7-dichloro-3-{[2-methyl-3-(trifluoromethyl)phenyl]methyl}-3H-imidazo[4,5-b]pyridine). Yield: 47.6%. RXN SMILES: C(=O)([O-])[O-].[K+].[K+].[Cl:7][C:8]1[N:13]=[C:12]2[N:14]=[CH:15][NH:16][C:11]2=[C:10]([Cl:17])[CH:9]=1.Br[CH2:19][C:20]1[CH:25]=[CH:24][CH:23]=[C:22]([C:26]([F:29])([F:28])[F:27])[C:21]=1[CH3:30]>CN(C)C=O>[Cl:7][C:8]1[N:13]=[C:12]2[N:14]([CH2:19][C:20]3[CH:25]=[CH:24][CH:23]=[C:22]([C:26]([F:27])([F:28])[F:29])[C:21]=3[CH3:30])[CH:15]=[N:16][C:11]2=[C:10]([Cl:17])[CH:9]=1 |f:0.1.2|. Reported procedure: Potassium carbonate (1139 mg, 8.24 mmol) was added to a solution of 5,7-dichloro-1H-imidazo[4,5-b]pyridine (500 mg, 2.66 mmol) in N,N-Dimethylformamide (DMF) (8.5 mL) and the mixture was stirred for 25 min. 1-(bromomethyl)-2-methyl-3-(trifluoromethyl)benzene (942 mg, 3.72 mmol) was then added and the reaction mixture was stirred at rt overnight. The mixture was partitioned between water and EtOAc. The aqueous layer was extracted with additional EtOAc (2×25 mL). The combined organic extracts were...